Task: describe an organic reaction: reactants, conditions, products, and yield. Dataset: the Open Reaction Database (ORD), a public repository of structured organic reaction records Reactants: Cl.CC=1C=C(C(=N)N)C=CC1 (3-methyl-benzamidine hydrochloride), ClC1=C(SC=C1)C(=O)NN (3-chloro-thiophene-2-carboxylic acid hydrazide), Example 88b. Product: ClC1=C(SC=C1)C1=NC(=NN1)C1=CC(=CC=C1)C (5-(3-Chloro-thiophen-2-yl)-3-(3-methyl-phenyl)-1H-[1,2,4]-triazole). As a reaction SMILES: Cl.[CH3:2][C:3]1[CH:4]=[C:5]([CH:9]=[CH:10][CH:11]=1)[C:6]([NH2:8])=[NH:7].[Cl:12][C:13]1[CH:17]=[CH:16][S:15][C:14]=1[C:18]([NH:20]N)=O>>[Cl:12][C:13]1[CH:17]=[CH:16][S:15][C:14]=1[C:18]1[NH:20][N:8]=[C:6]([C:5]2[CH:9]=[CH:10][CH:11]=[C:3]([CH3:2])[CH:4]=2)[N:7]=1 |f:0.1|. Procedure: The title compound was prepared from 3-methyl-benzamidine hydrochloride and 3-chloro-thiophene-2-carboxylic acid hydrazide by a procedure similar to Example 88b as a yellow solid (0.013 g, 5.6%). 1H NMR (CD3OD): 7.75 (s, 1H), 7.69 (d, J=5.7 Hz, 1H), 7.4 (d, J=5.7 Hz, 1H), 7.24 (m, 2H), 6.97 (d, J=6.3 Hz, 1H), 3.10 (s, 3H).